describe an organic reaction: reactants, conditions, products, and yield From a dataset of the Open Reaction Database (ORD), a public repository of structured organic reaction records. Reactants: Cl.N[C@@H]1CC[C@H](CC1)NC(=O)C1=C(NC=2C1=NC=CC2C2=C(C=C(C=C2)OC)OCC2CC2)C (N-(trans-4-aminocyclohexyl)-7-[2-(cyclopropylmethoxy)-4-methoxyphenyl]-2-methyl-1H-pyrrolo[3,2-b]pyridine-3-carboxamide hydrochloride), C(C)(=O)O[C@H](C(=O)Cl)C ((2S)-1-chloro-1-oxopropan-2-yl acetate). Yields the product C1(CC1)COC1=C(C=CC(=C1)OC)C1=C2C(=NC=C1)C(=C(N2)C)C(=O)N[C@@H]2CC[C@H](CC2)NC([C@H](C)O)=O (7-[2-(Cyclopropylmethoxy)-4-methoxyphenyl]-N-(trans-4-{[(2S)-2-hydroxypropanoyl]amino}cyclohexyl)-2-methyl-1H-pyrrolo[3,2-b]pyridine-3-carboxamide). Reaction SMILES: Cl.[NH2:2][C@H:3]1[CH2:8][CH2:7][C@H:6]([NH:9][C:10]([C:12]2[C:16]3=[N:17][CH:18]=[CH:19][C:20]([C:21]4[CH:26]=[CH:25][C:24]([O:27][CH3:28])=[CH:23][C:22]=4[O:29][CH2:30][CH:31]4[CH2:33][CH2:32]4)=[C:15]3[NH:14][C:13]=2[CH3:34])=[O:11])[CH2:5][CH2:4]1.C([O:38][C@@H:39]([CH3:43])[C:40](Cl)=[O:41])(=O)C>>[CH:31]1([CH2:30][O:29][C:22]2[CH:23]=[C:24]([O:27][CH3:28])[CH:25]=[CH:26][C:21]=2[C:20]2[CH:19]=[CH:18][N:17]=[C:16]3[C:12]([C:10]([NH:9][C@H:6]4[CH2:7][CH2:8][C@H:3]([NH:2][C:40](=[O:41])[C@@H:39]([OH:38])[CH3:43])[CH2:4][CH2:5]4)=[O:11])=[C:13]([CH3:34])[NH:14][C:15]=23)[CH2:32][CH2:33]1 |f:0.1|. Procedure details: Starting from N-(trans-4-aminocyclohexyl)-7-[2-(cyclopropylmethoxy)-4-methoxyphenyl]-2-methyl-1H-pyrrolo[3,2-b]pyridine-3-carboxamide hydrochloride (example D.f12) and commercially available (2S)-1-chloro-1-oxopropan-2-yl acetate the title compound is obtained as colorless solid. Starting materials: BrC(C)Br (dibromoethane), [Mg] (magnesium), BrC1=CC(=CC2=C1OC(OC2)(C)C)Cl (8-bromo-6-chloro-2,2-dimethyl-4H-1,3-benzodioxin), organomagnesium, C1(=CC=CC=C1)C(N1C=NC(=C1)C=O)(C1=CC=CC=C1)C1=CC=CC=C1 (1-triphenylmethyl-1H-imidazole-4-carboxaldehyde), [Cl-].[NH4+] (ammonium chloride). The solvent is O1CCCC1 (tetrahydrofuran), O (water), O1CCCC1 (tetrahydrofuran), O1CCCC1 (tetrahydrofuran). Conditions: temperature 30 celsius, time 150 minute. The product is ClC1=CC2=C(OC(OC2)(C)C)C(=C1)C(O)C=1N=CN(C1)C(C1=CC=CC=C1)(C1=CC=CC=C1)C1=CC=CC=C1 (alpha-(6-Chloro-2,2-dimethyl-4H-1,3-benzodioxin-8-yl)-1-triphenylmethyl-1H-imidazole-4-methanol). RXN SMILES: BrC(Br)C.[Mg].Br[C:7]1[C:12]2[O:13][C:14]([CH3:18])([CH3:17])[O:15][CH2:16][C:11]=2[CH:10]=[C:9]([Cl:19])[CH:8]=1.[C:20]1([C:26]([C:40]2[CH:45]=[CH:44][CH:43]=[CH:42][CH:41]=2)([C:34]2[CH:39]=[CH:38][CH:37]=[CH:36][CH:35]=2)[N:27]2[CH:31]=[C:30]([CH:32]=[O:33])[N:29]=[CH:28]2)[CH:25]=[CH:24][CH:23]=[CH:22][CH:21]=1.[Cl-].[NH4+]>O1CCCC1.O>[Cl:19][C:9]1[CH:8]=[C:7]([CH:32]([C:30]2[N:29]=[CH:28][N:27]([C:26]([C:20]3[CH:25]=[CH:24][CH:23]=[CH:22][CH:21]=3)([C:34]3[CH:35]=[CH:36][CH:37]=[CH:38][CH:39]=3)[C:40]3[CH:45]=[CH:44][CH:43]=[CH:42][CH:41]=3)[CH:31]=2)[OH:33])[C:12]2[O:13][C:14]([CH3:18])([CH3:17])[O:15][CH2:16][C:11]=2[CH:10]=1 |f:4.5|. Reported procedure: 2 ml of dibromoethane are added to a suspension of 26.73 g (1 mole+10% excess) of magnesium in 250 ml of anhydrous tetrahydrofuran and warmed to about 30° C. to initiate the reaction. Immediately thereafter, 277.5 g (1 mole) of 8-bromo-6-chloro-2,2-dimethyl-4H-1,3-benzodioxin dissolved in 250 ml of tetrahydrofuran are added dropwise thereto in such a manner that the temperature does not exceed 40° C. The addition takes about 150 minutes. The organomagnesium compound is cooled to about 10° C. (pa... Product: O=C1OCCN1C=1C=C(CNC(OC(C)(C)C)=O)C=CC1 (tert-butyl [3-(2-oxo-oxazolidin-3-yl)-benzyl]-carbamate). As a reaction SMILES: [C:1]([O:5][C:6]([NH:8][CH2:9][C:10]1[CH:11]=[C:12]([NH:16][C:17](=[O:22])[O:18][CH2:19][CH2:20]Cl)[CH:13]=[CH:14][CH:15]=1)=[O:7])([CH3:4])([CH3:3])[CH3:2].CC(C)([O-])C.[K+].O>O1CCCC1>[O:22]=[C:17]1[N:16]([C:12]2[CH:11]=[C:10]([CH:15]=[CH:14][CH:13]=2)[CH2:9][NH:8][C:6](=[O:7])[O:5][C:1]([CH3:4])([CH3:3])[CH3:2])[CH2:20][CH2:19][O:18]1 |f:1.2|. Reactants: C(C)(C)(C)OC(=O)NCC=1C=C(C=CC1)NC(OCCCl)=O (2-chloro-ethyl [3-(tert-butoxycarbonylamino-methyl)-phenyl]-carbamate), CC(C)([O-])C.[K+] (potassium tert.butoxide), O (water). Procedure details: 1.20 g (3.65 mmol) 2-chloro-ethyl [3-(tert-butoxycarbonylamino-methyl)-phenyl]-carbamate and 0.850 g (7.58 mmol) potassium tert.butoxide are placed at 0° C. in 30 ml of tetrahydrofuran and the mixture is stirred for 3 hours at ambient temperature. Then the reaction mixture is added to water and extracted with dichloromethane. The organic phase is dried and evaporated to dryness. The residue is purified by chromatography. Run in O1CCCC1 (tetrahydrofuran). Reaction conditions: time 3 hour. Reactants: CC(=O)OC1C(N2CCCC2)CC2C3CCC4CC(O)C(N5CCOCC5)CC4(C)C3CCC21C, C=CCBr, ClCCl. The product is [Br-], C=CC[N+]1(C2CC3C4CCC5CC(O)C(N6CCOCC6)CC5(C)C4CCC3(C)C2OC(C)=O)CCCC1. Reaction SMILES: [C:5]([CH3:6])(=[O:7])[O:8][CH:9]1[C:10]2([CH3:11])[CH:12]([CH2:13][CH:14]1[N:15]1[CH2:16][CH2:17][CH2:18][CH2:19]1)[CH:20]1[CH2:21][CH2:22][CH:23]3[CH2:24][CH:25]([OH:39])[CH:26]([N:33]4[CH2:34][CH2:35][O:36][CH2:37][CH2:38]4)[CH2:27][C:28]3([CH3:29])[CH:30]1[CH2:31][CH2:32]2.[CH2:1]([CH:2]=[CH2:3])[Br:4].[Cl:40][CH2:41][Cl:42]>>[Br-:4].[CH2:1]=[CH:2][CH2:3][N+:15]1([CH:14]2[CH:9]([O:8][C:5]([CH3:6])=[O:7])[C:10]3([CH3:11])[CH:12]([CH2:13]2)[CH:20]2[CH2:21][CH2:22][CH:23]4[CH2:24][CH:25]([OH:39])[CH:26]([N:33]5[CH2:34][CH2:35][O:36][CH2:37][CH2:38]5)[CH2:27][C:28]4([CH3:29])[CH:30]2[CH2:31][CH2:32]3)[CH2:16][CH2:17][CH2:18][CH2:19]1. Reactants: O (water), C(C)(=O)OCC (ethyl acetate), O[C@@]12[C@]3(CCC(C=C3CC[C@H]1[C@@H]1CC[C@H](C(C)=O)[C@]1(CC2)C)=O)C (9α-hydroxypregn-4-ene-3,20-dione). The solvent is S(O)(O)(=O)=O (sulfuric acid). The product is CC([C@H]1CC[C@H]2[C@@H]3CCC4=CC(CC[C@]4(C)C3=CC[C@]12C)=O)=O (Pregna-4,9(11)-diene-3,20-dione). As a reaction SMILES: O[C@:2]12[CH2:21][CH2:20][C@@:19]3([CH3:22])[C@@H:12]([CH2:13][CH2:14][C@@H:15]3[C:16](=[O:18])[CH3:17])[C@@H:11]1[CH2:10][CH2:9][C:8]1[C@:3]2([CH3:24])[CH2:4][CH2:5][C:6](=[O:23])[CH:7]=1.O.C(OCC)(=O)C>S(=O)(=O)(O)O>[CH3:17][C:16](=[O:18])[C@@H:15]1[C@:19]2([CH3:22])[C@H:12]([C@H:11]3[C:2](=[CH:21][CH2:20]2)[C@:3]2([CH3:24])[C:8](=[CH:7][C:6](=[O:23])[CH2:5][CH2:4]2)[CH2:9][CH2:10]3)[CH2:13][CH2:14]1. Procedure: A solution of 9α-hydroxypregn-4-ene-3,20-dione (218 mg) in 70% (v/v) aqueous sulfuric acid was stirred at room temperature for 1 hour after which the reaction mixture was added dropwise to a stirred mixture of water (5 ml) and ethyl acetate (5 ml). The organic layer was washed with a 5% aqueous potassium carbonate solution, then with water to neutral pH, dried (MgSO4) and concentrated under reduced pressure. The crude product (149 mg), still containing some starting material, was purified by chr... The reactants are ClCCl (dichloromethane), BrC1=C2C[C@H]3N(C[C@H](C[C@@H]3C=3C=CC=C(N1)C32)NC(N(CC)CC)=O)C (3-(2-bromo-6-methyl-8alpha-ergolinyl)-1,1-diethylurea), ClN1C(N(C(N(C1=O)Cl)=O)Cl)=O (trichloroisocyanuric acid), N (ammonia). Run in FC(C(=O)O)(F)F (trifluoroacetic acid). Reaction conditions: time 15 minute. The product is BrC1=C2C[C@H]3N(C[C@H](C[C@@H]3C=3C=C(C=C(N1)C32)Cl)NC(N(CC)CC)=O)C (3-(2-Bromo-13-chloro-6-methyl-8alpha-ergolinyl)-1,1-diethylurea). As a reaction SMILES: [Br:1][C:2]1[NH:16][C:15]2[C:17]3[C:3]=1[CH2:4][C@@H:5]1[C@@H:10]([C:11]=3[CH:12]=[CH:13][CH:14]=2)[CH2:9][C@H:8]([NH:18][C:19](=[O:25])[N:20]([CH2:23][CH3:24])[CH2:21][CH3:22])[CH2:7][N:6]1[CH3:26].[Cl:27]N1C(=O)N(Cl)C(=O)N(Cl)C1=O.N.ClCCl>FC(F)(F)C(O)=O>[Br:1][C:2]1[NH:16][C:15]2[C:17]3[C:3]=1[CH2:4][C@@H:5]1[C@@H:10]([C:11]=3[CH:12]=[C:13]([Cl:27])[CH:14]=2)[CH2:9][C@H:8]([NH:18][C:19](=[O:25])[N:20]([CH2:23][CH3:24])[CH2:21][CH3:22])[CH2:7][N:6]1[CH3:26]. Procedure details: 2.1 g of 3-(2-bromo-6-methyl-8alpha-ergolinyl)-1,1-diethylurea (5 mmol) and 388 mg of trichloroisocyanuric acid (1.67 mmol) are dissolved in 100 ml of trifluoroacetic acid at room temperature. After 15 minutes, ice is added, it is made alkaline with conc. ammonia and shaken out with dichloromethane. The organic phases are dried and concentrated by evaporation, the residue is chromatographed and the product crystallizes from ethyl acetate/ether, yield 480 mg (21% of theory). Starting materials: Cl.CC(=CCN)C (3-Methyl-2-butene-1-amine hydrochloride), S(O)(O)(=O)=O (sulfuric acid). Run at temperature 90 celsius. Product: S(=O)(=O)(O)OC(C)(CCN)C (4-amino-2-methyl-butan-2-ol sulfate). Yield: 85.0%. RXN SMILES: Cl.[CH3:2][C:3]([CH3:7])=[CH:4][CH2:5][NH2:6].[S:8](=[O:12])(=[O:11])([OH:10])[OH:9]>>[S:8]([O:12][C:3]([CH3:7])([CH2:4][CH2:5][NH2:6])[CH3:2])([OH:11])(=[O:10])=[O:9] |f:0.1|. Procedure: 3-Methyl-2-butene-1-amine hydrochloride (2.86 g, 0.02 mmoles) was dissolved in 5% aqueous sulfuric acid (25 ml) and heated to 90° C. for 18 h. The solvent was removed under reduced pressure yielding 4-amino-2-methyl-butan-2-ol sulfate as a yellow oil (4.73 g, 85%).